Dataset: the Open Reaction Database (ORD), a public repository of structured organic reaction records. Task: describe an organic reaction: reactants, conditions, products, and yield Starting materials: CC(=O)O, C1CCOC1, Cc1ncccc1C=O, NCc1ccc(CN(Cc2nc3ccccc3[nH]2)C2CCCc3cccnc32)cc1. Product: Cc1ncccc1CO. Reaction SMILES: [C:40]([OH:41])(=[O:42])[CH3:43].[CH2:44]1[O:45][CH2:46][CH2:47][CH2:48]1.[CH3:1][c:2]1[n:3][cH:4][cH:5][cH:6][c:7]1[CH:8]=[O:9].[nH:10]1[c:11]2[cH:12][cH:13][cH:14][cH:15][c:16]2[n:17][c:18]1[CH2:19][N:20]([CH:21]1[c:22]2[n:23][cH:24][cH:25][cH:26][c:27]2[CH2:28][CH2:29][CH2:30]1)[CH2:31][c:32]1[cH:33][cH:34][c:35]([CH2:36][NH2:37])[cH:38][cH:39]1>>[CH3:1][c:2]1[n:3][cH:4][cH:5][cH:6][c:7]1[CH2:8][OH:9]. The reactants are NC1=NC2=C(C=3C=C(C=NC13)CCC1=CC=C(C#N)C=C1)C=CC(=C2)C (4-(2-(5-amino-8-methylbenzo[f][1,7]naphthyridin-2-yl)ethyl)benzonitrile), [OH-].[NH4+] (ammonium hydroxide). The reagents and catalysts are [Ni] (raney nickel). The solvent is C(C)O (ethanol). The product is NCC1=CC=C(CCC=2C=NC3=C(N=C4C(=C3C2)C=CC(=C4)C)N)C=C1 (2-(4-(aminomethyl)phenethyl)-8-methylbenzo[f][1,7]naphthyridin-5-amine). RXN SMILES: [NH2:1][C:2]1[C:11]2[N:10]=[CH:9][C:8]([CH2:12][CH2:13][C:14]3[CH:21]=[CH:20][C:17]([C:18]#[N:19])=[CH:16][CH:15]=3)=[CH:7][C:6]=2[C:5]2[CH:22]=[CH:23][C:24]([CH3:26])=[CH:25][C:4]=2[N:3]=1.[OH-].[NH4+]>C(O)C.[Ni]>[NH2:19][CH2:18][C:17]1[CH:16]=[CH:15][C:14]([CH2:13][CH2:12][C:8]2[CH:9]=[N:10][C:11]3[C:6]([CH:7]=2)=[C:5]2[CH:22]=[CH:23][C:24]([CH3:26])=[CH:25][C:4]2=[N:3][C:2]=3[NH2:1])=[CH:21][CH:20]=1 |f:1.2|. Procedure: To a solution of 4-(2-(5-amino-8-methylbenzo[f][1,7]naphthyridin-2-yl)ethyl)benzonitrile (from the previous step) in ethanol and ammonium hydroxide (4:1, 0.2 M) stirred at room temperature was added raney nickel (10 eq). The reaction mixture was stirred under hydrogen atmosphere until the conversion was complete as shown by TLC. The reaction mixture was filtered through a short celite pad. The celite pad was washed with EtOAc. Combined organic extracts were concentrated under vacuum and the resu... The reactants are C1CCOC1, COc1ccc(-c2c(-c3ccccc3)oc3ncnc(NC4CCCNC4)c23)cc1, COC(=O)CCCBr, CCN(C(C)C)C(C)C, [I-], [K+], O. Product: COC(=O)CCCN1CCCC(Nc2ncnc3oc(-c4ccccc4)c(-c4ccc(OC)cc4)c23)C1. As a reaction SMILES: [CH2:50]1[O:51][CH2:52][CH2:53][CH2:54]1.[CH3:1][O:2][c:3]1[cH:4][cH:5][c:6](-[c:9]2[c:10](-[c:25]3[cH:26][cH:27][cH:28][cH:29][cH:30]3)[o:11][c:12]3[n:13][cH:14][n:15][c:16]([NH:18][CH:19]4[CH2:20][NH:21][CH2:22][CH2:23][CH2:24]4)[c:17]23)[cH:7][cH:8]1.[CH3:42][O:43][C:44]([CH2:45][CH2:46][CH2:47][Br:48])=[O:49].[CH:31]([N:32]([CH2:33][CH3:34])[CH:35]([CH3:36])[CH3:37])([CH3:38])[CH3:39].[I-:41].[K+:40].[OH2:55]>>[CH3:1][O:2][c:3]1[cH:4][cH:5][c:6](-[c:9]2[c:10](-[c:25]3[cH:26][cH:27][cH:28][cH:29][cH:30]3)[o:11][c:12]3[n:13][cH:14][n:15][c:16]([NH:18][CH:19]4[CH2:20][N:21]([CH2:47][CH2:46][CH2:45][C:44]([O:43][CH3:42])=[O:49])[CH2:22][CH2:23][CH2:24]4)[c:17]23)[cH:7][cH:8]1. Reactants: C(=O)(OCC1=CC=CC=C1)C1NC2(C(N(C2O1)C(C(=O)OC)=C(C)C)=O)C(CC1=CC=CC=C1)=O (methyl α-(3ξ-carbobenzoxy-2-phenylacetyl-7-oxo-4-oxa-2,6-diazabicyclo[3.2.0]heptan-6-yl)-α-isopropylideneacetate). The reagents and catalysts are [C].[Pd] (palladium carbon). The solvent is O1CCCC1 (tetrahydrofuran). The product is C(=O)(O)C1NC2(C(N(C2O1)C(C(=O)OC)=C(C)C)=O)C(CC1=CC=CC=C1)=O (methyl α-(3ξ-carboxy-2-phenylacetyl-7-oxo-4-oxa-2,6-diazabicyclo[3.2.0]heptan-6-yl)-α-isopropylideneacetate). Yield: 98.2%. As a reaction SMILES: [C:1]([CH:11]1[O:17][CH:16]2[C:13]([C:27](=[O:35])[CH2:28][C:29]3[CH:34]=[CH:33][CH:32]=[CH:31][CH:30]=3)([C:14](=[O:26])[N:15]2[C:18](=[C:23]([CH3:25])[CH3:24])[C:19]([O:21][CH3:22])=[O:20])[NH:12]1)([O:3]CC1C=CC=CC=1)=[O:2]>O1CCCC1.[C].[Pd]>[C:1]([CH:11]1[O:17][CH:16]2[C:13]([C:27](=[O:35])[CH2:28][C:29]3[CH:30]=[CH:31][CH:32]=[CH:33][CH:34]=3)([C:14](=[O:26])[N:15]2[C:18](=[C:23]([CH3:24])[CH3:25])[C:19]([O:21][CH3:22])=[O:20])[NH:12]1)([OH:3])=[O:2] |f:2.3|. Procedure details: A solution of 4.24 g of methyl α-(3ξ-carbobenzoxy-2-phenylacetyl-7-oxo-4-oxa-2,6-diazabicyclo[3.2.0]heptan-6-yl)-α-isopropylideneacetate dissolved in 64 ml of tetrahydrofuran is catalytically hydrogenated on 1.3 g of 5% palladium carbon under atmospheric pressure. The catalyst is removed by filtration and the filtrate is condensed to yield 3.38 g of methyl α-(3ξ-carboxy-2-phenylacetyl-7-oxo-4-oxa-2,6-diazabicyclo[3.2.0]heptan-6-yl)-α-isopropylideneacetate as crude product in quantitative yield. Reactants: C(\C=C\C(=O)O)(=O)O (fumaric acid), white crystals, CNC (dimethylamine), O.ClCCC1OC2=C(C(N(C1)C)=O)C=CC(=N2)C (2-(2-chloroethyl)-2,3-dihydro-4,8-dimethylpyrido[3,2-f]-1,4-oxazepin-5(4H)-one hydrate). Run in C(C)(C)O (isopropyl alcohol). Run at time 3 day. Product: C(\C=C\C(=O)O)(=O)O.CN(CCC1OC2=C(C(N(C1)C)=O)C=CC(=N2)C)C (2-[2-(Dimethylamino)ethyl]-2,3-dihydro-4,8-dimethylpyrido[3,2-f][1,4]-oxazepin-5(4H)-one fumarate). Reaction SMILES: [CH3:1][NH:2][CH3:3].O.Cl[CH2:6][CH2:7][CH:8]1[CH2:14][N:13]([CH3:15])[C:12](=[O:16])[C:11]2[CH:17]=[CH:18][C:19]([CH3:21])=[N:20][C:10]=2[O:9]1.[C:22]([OH:29])(=[O:28])/[CH:23]=[CH:24]/[C:25]([OH:27])=[O:26]>C(O)(C)C>[C:22]([OH:29])(=[O:28])/[CH:23]=[CH:24]/[C:25]([OH:27])=[O:26].[CH3:1][N:2]([CH3:3])[CH2:6][CH2:7][CH:8]1[CH2:14][N:13]([CH3:15])[C:12](=[O:16])[C:11]2[CH:17]=[CH:18][C:19]([CH3:21])=[N:20][C:10]=2[O:9]1 |f:1.2,5.6|. Procedure details: To 50 ml of freshly collected dimethylamine was added 5.0 g (0.020 mole) of 2-(2-chloroethyl)-2,3-dihydro-4,8-dimethylpyrido[3,2-f]-1,4-oxazepin-5(4H)-one hydrate [1:1]. The reaction flask was sealed tightly and left standing at room temperature for 3 days. The dimethylamine was evaporated in a stream of air. The residue was taken up in methylene chloride, washed twice with 1N sodium hydroxide and once with water, dried over sodium sulfate, filtered and concentrated by rotary evaporation. The sy... Reactants: BrCc1cc(Br)c2ncccc2c1, CC(=O)OI1(OC(C)=O)(OC(C)=O)OC(=O)c2ccccc21, N#C[K], O. Product: N#CCc1cc(Br)c2ncccc2c1. As a reaction SMILES: [Br:23][CH2:24][c:25]1[cH:26][c:27]2[cH:28][cH:29][cH:30][n:31][c:32]2[c:33]([Br:35])[cH:34]1.[CH3:1][C:2]([O:3][I:4]1([O:14][C:15]([CH3:16])=[O:17])([O:18][C:19]([CH3:20])=[O:21])[c:5]2[c:6]([cH:7][cH:8][cH:9][cH:10]2)[C:11](=[O:12])[O:13]1)=[O:22].[K:36][C:37]#[N:38].[OH2:39]>>[CH2:24]([c:25]1[cH:26][c:27]2[cH:28][cH:29][cH:30][n:31][c:32]2[c:33]([Br:35])[cH:34]1)[C:37]#[N:38]. Reactants: S1CNC2=C1C=CC=C2 (2,3-dihydro-1,3-benzothiazole), NC1=C(C=CC=C1)S (2-aminobenzenethiol), C=O (formalin), C(C)(C)N(CC)C(C)C (diisopropylethylamine), C(=O)C=1C=C(C(=O)Cl)C=C(C1OC)C(F)(F)F (3-formyl-4-methoxy-5-trifluoromethylbenzoyl chloride). Solvent: ClCCl (dichloromethane). Reaction conditions: time 14 hour. The product is C(=O)C=1C=C(C(=O)N2CSC3=C2C=CC=C3)C=C(C1OC)C(F)(F)F (3-(3-formyl-4-methoxy-5-trifluoromethylbenzoyl)-2,3-dihydro-1,3-benzothiazole). RXN SMILES: [S:1]1[C:5]2[CH:6]=[CH:7][CH:8]=[CH:9][C:4]=2[NH:3][CH2:2]1.NC1C=CC=CC=1S.C=O.C(N(C(C)C)CC)(C)C.[CH:29]([C:31]1[CH:32]=[C:33]([CH:37]=[C:38]([C:42]([F:45])([F:44])[F:43])[C:39]=1[O:40][CH3:41])[C:34](Cl)=[O:35])=[O:30]>ClCCl>[CH:29]([C:31]1[CH:32]=[C:33]([CH:37]=[C:38]([C:42]([F:43])([F:45])[F:44])[C:39]=1[O:40][CH3:41])[C:34]([N:3]1[C:4]2[CH:9]=[CH:8][CH:7]=[CH:6][C:5]=2[S:1][CH2:2]1)=[O:35])=[O:30]. Reported procedure: 2,3-dihydro-1,3-benzothiazole synthesized from 2-aminobenzenethiol (1.55 g) and 37% formalin (1.0 mL) in the same manner as in Example 1 was dissolved in dichloromethane (15 mL), and diisopropylethylamine (2.7 mL) and 3-formyl-4-methoxy-5-trifluoromethylbenzoyl chloride (2.42 g) were added to the solution, and then the mixture was stirred at room temperature for 14 hours. The solvent was distilled off under reduced pressure and water was added, and then the mixture was extracted with ethyl aceta...